The task is: describe an organic reaction: reactants, conditions, products, and yield. This data is from the Open Reaction Database (ORD), a public repository of structured organic reaction records. The product is Cc1nc(N2CCN(Cc3ccc(C(F)(F)F)cc3)C2=O)sc1C=O. Reactants: CCOC(C)=O, ClCCl, Cc1nc(N2CCN(Cc3ccc(C(F)(F)F)cc3)C2=O)sc1CO. RXN SMILES: [CH3:29][CH2:30][O:31][C:32](=[O:33])[CH3:34].[Cl:26][CH2:27][Cl:28].[OH:1][CH2:2][c:3]1[c:4]([CH3:25])[n:5][c:6]([N:8]2[C:9](=[O:24])[N:10]([CH2:13][c:14]3[cH:15][cH:16][c:17]([C:20]([F:21])([F:22])[F:23])[cH:18][cH:19]3)[CH2:11][CH2:12]2)[s:7]1>>[O:1]=[CH:2][c:3]1[c:4]([CH3:25])[n:5][c:6]([N:8]2[C:9](=[O:24])[N:10]([CH2:13][c:14]3[cH:15][cH:16][c:17]([C:20]([F:21])([F:22])[F:23])[cH:18][cH:19]3)[CH2:11][CH2:12]2)[s:7]1. Starting materials: Cc1cccc(-c2ncn(CCN3C(=O)c4ccccc4C3=O)c2-c2ccc3c(c2)n(C)c(=O)n3C)c1, CCO, NN. Yields the product Cc1cccc(-c2ncn(CCN)c2-c2ccc3c(c2)n(C)c(=O)n3C)c1. As a reaction SMILES: [CH3:1][n:2]1[c:3](=[O:37])[n:4]([CH3:36])[c:5]2[c:6]1[cH:7][cH:8][c:9](-[c:11]1[c:12](-[c:29]3[cH:30][c:31]([CH3:35])[cH:32][cH:33][cH:34]3)[n:13][cH:14][n:15]1[CH2:16][CH2:17][N:18]1[C:19](=[O:20])[c:21]3[c:22]([cH:23][cH:24][cH:25][cH:26]3)[C:27]1=[O:28])[cH:10]2.[CH3:40][CH2:41][OH:42].[NH2:38][NH2:39]>>[CH3:1][n:2]1[c:3](=[O:37])[n:4]([CH3:36])[c:5]2[c:6]1[cH:7][cH:8][c:9](-[c:11]1[c:12](-[c:29]3[cH:30][c:31]([CH3:35])[cH:32][cH:33][cH:34]3)[n:13][cH:14][n:15]1[CH2:16][CH2:17][NH2:18])[cH:10]2. The reactants are CC1(CN=[N+]=[N-])CN(c2ccc(Cl)cn2)C(=O)O1, C1CCOC1, O, c1ccc(P(c2ccccc2)c2ccccc2)cc1. Yields the product CC1(CN)CN(c2ccc(Cl)cn2)C(=O)O1. As a reaction SMILES: [N:1](=[N+:2]=[N-:3])[CH2:4][C:5]1([CH3:18])[CH2:6][N:7]([c:11]2[n:12][cH:13][c:14]([Cl:17])[cH:15][cH:16]2)[C:8](=[O:10])[O:9]1.[O:38]1[CH2:39][CH2:40][CH2:41][CH2:42]1.[OH2:43].[c:19]1([P:20]([c:21]2[cH:22][cH:23][cH:24][cH:25][cH:26]2)[c:27]2[cH:28][cH:29][cH:30][cH:31][cH:32]2)[cH:33][cH:34][cH:35][cH:36][cH:37]1>>[NH2:1][CH2:4][C:5]1([CH3:18])[CH2:6][N:7]([c:11]2[n:12][cH:13][c:14]([Cl:17])[cH:15][cH:16]2)[C:8](=[O:10])[O:9]1. Starting materials: [Cl-].[Na+] (sodium chloride), aqueous solution, I(=O)(=O)(=O)[O-].[Na+] (sodium metaperiodate), ClCCCSCC(=O)OCC (ethyl [(3-chloropropyl)thio]acetate). Solvent: CO (methanol). Reaction conditions: time 100 minute. Product: ClCCCS(=O)CC(=O)OCC (ethyl (3-chloropropylsulfinyl)acetate). Yield: 95.6%. Reaction SMILES: I([O-])(=O)(=O)=[O:2].[Na+].[Cl:7][CH2:8][CH2:9][CH2:10][S:11][CH2:12][C:13]([O:15][CH2:16][CH3:17])=[O:14].[Cl-].[Na+]>CO>[Cl:7][CH2:8][CH2:9][CH2:10][S:11]([CH2:12][C:13]([O:15][CH2:16][CH3:17])=[O:14])=[O:2] |f:0.1,3.4|. Procedure: To 4 ml of an aqueous solution of 0.39 g of sodium metaperiodate was added 3 ml of a methanol solution of 0.30 g of ethyl [(3-chloropropyl)thio]acetate obtained in Reference Example 1. The mixture was stirred at room temperature for 100 minutes. To the reaction mixture was added 30 ml of a saturated aqueous sodium chloride solution followed by extraction with ethyl acetate. The extract was dried over anhydrous magnesium sulfate. The solvent was then distilled off. The residue was applied to sili...